This data is from the Open Reaction Database (ORD), a public repository of structured organic reaction records. The task is: describe an organic reaction: reactants, conditions, products, and yield Reactants: crude product, C(C)(C)(C)OC(NC1=C(C=C(C(=C1)N(C)C)C(F)(F)F)N)=O ((2-amino-5-dimethylamino-4-trifluoromethyl-phenyl)-carbamic acid tert-butyl ester), C(C)(C)(C)OC(CC(C1=CC(=CC=C1)C1=NC=NC=C1)=O)=O (3-oxo-3-(3-pyrimidin-4-yl-phenyl)-propionic acid tert-butyl ester). Procedure details: The title compound was prepared from (2-amino-5-dimethylamino-4-trifluoromethyl-phenyl)-carbamic acid tert-butyl ester (Example J1) (160 mg, 0.5 mmol) and 3-oxo-3-(3-pyrimidin-4-yl-phenyl)-propionic acid tert-butyl ester (Example K43) (179 mg, 0.6 mmol) according to the general procedure M and subsequent treatment of the crude product according to the general procedure N. Obtained as a light yellow solid (112 mg). Product: CN(C1=CC2=C(NC(CC(=N2)C2=CC(=CC=C2)C2=NC=NC=C2)=O)C=C1C(F)(F)F)C (7-Dimethylamino-4-(3-pyrimidin-4-yl-phenyl)-8-trifluoromethyl-1,3-dihydro-benzo[b][1,4]diazepin-2-one), solid. RXN SMILES: C(OC(=O)[NH:7][C:8]1[CH:13]=[C:12]([N:14]([CH3:16])[CH3:15])[C:11]([C:17]([F:20])([F:19])[F:18])=[CH:10][C:9]=1[NH2:21])(C)(C)C.C(O[C:28](=[O:44])[CH2:29][C:30](=O)[C:31]1[CH:36]=[CH:35][CH:34]=[C:33]([C:37]2[CH:42]=[CH:41][N:40]=[CH:39][N:38]=2)[CH:32]=1)(C)(C)C>>[CH3:15][N:14]([CH3:16])[C:12]1[C:11]([C:17]([F:18])([F:19])[F:20])=[CH:10][C:9]2[NH:21][C:28](=[O:44])[CH2:29][C:30]([C:31]3[CH:36]=[CH:35][CH:34]=[C:33]([C:37]4[CH:42]=[CH:41][N:40]=[CH:39][N:38]=4)[CH:32]=3)=[N:7][C:8]=2[CH:13]=1. Starting materials: BrC=1C(=CC=2CCN3C(C2C1)=C(C1C3C(N(CCSC1)C(C)(C)C)=O)C=1SC=CC1)OC (2-bromo-9-tert-butyl-3-methoxy-14-(2-thienyl)-5,6,10,11,13,13a-hexahydro-7aH-[1,4]thiazocino[7′,6′:4,5]pyrrolo[2,1-a]isoquinolin-8(9H)-one), N1=CC(=CC=C1)B(O)O (pyridine-3-boronic acid), C(=O)([O-])[O-].[K+].[K+] (K2CO3), C(OC)COC (dimethoxyethane). The reagents and catalysts are C=1C=CC(=CC1)[P](C=2C=CC=CC2)(C=3C=CC=CC3)[Pd]([P](C=4C=CC=CC4)(C=5C=CC=CC5)C=6C=CC=CC6)([P](C=7C=CC=CC7)(C=8C=CC=CC8)C=9C=CC=CC9)[P](C=1C=CC=CC1)(C=1C=CC=CC1)C=1C=CC=CC1 (Pd(PPh3)4). The solvent is O (water). Product: C(C)(C)(C)N1CCSCC2C(=C3N(CCC=4C=C(C(=CC34)C=3C=NC=CC3)OC)C2C1=O)C=1SC=CC1 (9-tert-butyl-3-methoxy-2-pyridin-3-yl-14-(2-thienyl)-5,6,10,11,13,13a-hexahydro-7aH-[1,4]thiazocino[7′,6′:4,5]pyrrolo[2,1-a]isoquinolin-8(9H)-one). Reaction SMILES: Br[C:2]1[C:3]([O:31][CH3:32])=[CH:4][C:5]2[CH2:6][CH2:7][N:8]3[CH:14]4[C:15](=[O:25])[N:16]([C:21]([CH3:24])([CH3:23])[CH3:22])[CH2:17][CH2:18][S:19][CH2:20][CH:13]4[C:12]([C:26]4[S:27][CH:28]=[CH:29][CH:30]=4)=[C:9]3[C:10]=2[CH:11]=1.[N:33]1[CH:38]=[CH:37][CH:36]=[C:35](B(O)O)[CH:34]=1.C([O-])([O-])=O.[K+].[K+].C(COC)OC>O.C1C=CC([P]([Pd]([P](C2C=CC=CC=2)(C2C=CC=CC=2)C2C=CC=CC=2)([P](C2C=CC=CC=2)(C2C=CC=CC=2)C2C=CC=CC=2)[P](C2C=CC=CC=2)(C2C=CC=CC=2)C2C=CC=CC=2)(C2C=CC=CC=2)C2C=CC=CC=2)=CC=1>[C:21]([N:16]1[C:15](=[O:25])[CH:14]2[CH:13]([C:12]([C:26]3[S:27][CH:28]=[CH:29][CH:30]=3)=[C:9]3[C:10]4[CH:11]=[C:2]([C:35]5[CH:34]=[N:33][CH:38]=[CH:37][CH:36]=5)[C:3]([O:31][CH3:32])=[CH:4][C:5]=4[CH2:6][CH2:7][N:8]32)[CH2:20][S:19][CH2:18][CH2:17]1)([CH3:23])([CH3:22])[CH3:24] |f:2.3.4,^1:58,60,79,98|. Procedure details: A mixture containing 20 mg of 9j, 6 mg of pyridine-3-boronic acid and 10 mg of K2CO3 and 6 mg of Pd(PPh3)4 in 2 ml of degassed 90% aq. dimethoxyethane was heated under N2 for 16 h. The reaction mixture was cooled and diluted with water. The product was extracted with ethyl acetate. The extract was dried, concentrated and the residue was purified by chromatography over silica gel, using heptane/acetone as eluent. The isolated product was treated with ether/ethyl acetate (9/1 v/v) to give 14 mg of... Reaction conditions: time 1 hour. The yield is 42.0%. Reactants: COC(=O)[C@H]1N(C[C@H](C1)O)C(=O)OC(C)(C)C ((2S,4S)-4-Hydroxy-pyrrolidine-1,2-dicarboxylic acid 1-tert-butyl ester 2-methyl ester), [H-].[Na+] (sodium hydride), C(C1=CC=CC=C1)Br (benzylbromide), C(C)(=O)OCC (ethyl acetate). RXN SMILES: [CH3:1][O:2][C:3]([C@@H:5]1[CH2:9][C@H:8]([OH:10])[CH2:7][N:6]1[C:11]([O:13][C:14]([CH3:17])([CH3:16])[CH3:15])=[O:12])=[O:4].[H-].[Na+].[CH2:20](Br)[C:21]1[CH:26]=[CH:25][CH:24]=[CH:23][CH:22]=1.C(OCC)(=O)C>CN(C)C=O.C(Cl)Cl>[CH3:1][O:2][C:3]([C@@H:5]1[CH2:9][C@H:8]([O:10][CH2:20][C:21]2[CH:26]=[CH:25][CH:24]=[CH:23][CH:22]=2)[CH2:7][N:6]1[C:11]([O:13][C:14]([CH3:17])([CH3:16])[CH3:15])=[O:12])=[O:4] |f:1.2|. Product: COC(=O)[C@H]1N(C[C@H](C1)OCC1=CC=CC=C1)C(=O)OC(C)(C)C ((2S ,4S)-4-Benzyloxy-pyrrolidine-1,2-dicarboxylic acid 1-tert-butyl ester 2-methyl ester). Procedure details: (2S,4S)-4-Hydroxy-pyrrolidine-1,2-dicarboxylic acid 1-tert-butyl ester 2-methyl ester (CAS Reg. No. 227935-38-8)(300 mg, 1.2 mmol) and 60% sodium hydride mineral oil dispersion (61 mg, 1.5 mmol) were dissolved in anhydrous dimethylformamide (9 ml) at 0° C. under a nitrogen atmosphere. After 10 mins stirring benzylbromide (0.153 ml, 1.3 mmol) in CH2Cl2 (1 ml) was added drop wise and the reaction mixture stirred to room temperature for 1 hour. The solvent was removed under reduced pressure and the... Run in CN(C=O)C (dimethylformamide), C(Cl)Cl (CH2Cl2). The reactants are BrC1=CC=2C3=C(C=NC2C=C1)N(C(N3C=3C(=NN(C3)C)C)=O)C (8-bromo-1-(1,3-dimethyl-1H-pyrazol-4-yl)-3-methyl-1,3-dihydro-imidazo[4,5-c]quinolin-2-one), BrC1=CC=2C3=C(C=NC2C=C1)N(C(N3C=3C(=NN(C3)C)C)=O)C (8-bromo-1-(1,3-dimethyl-1H-pyrazol-4-yl)-3-methyl-1,3-dihydro-imidazo[4,5-c]quinolin-2-one), N1C=CC2=CC(=CN=C12)B1OC(C)(C)C(C)(C)O1 (7-azaindole-5-boronic acid pinacol ester). Yields the product CN1N=C(C(=C1)N1C(N(C=2C=NC=3C=CC(=CC3C21)C=2C=C1C(=NC2)NC=C1)C)=O)C (1-(1,3-Dimethyl-1H-pyrazol-4-yl)-3-methyl-8-(1H-pyrrolo[2,3-b]pyridin-5-yl)-1,3-dihydro-imidazo[4,5-c]quinolin-2-one). Reaction SMILES: Br[C:2]1[CH:11]=[CH:10][C:9]2[N:8]=[CH:7][C:6]3[N:12]([CH3:23])[C:13](=[O:22])[N:14]([C:15]4[C:16]([CH3:21])=[N:17][N:18]([CH3:20])[CH:19]=4)[C:5]=3[C:4]=2[CH:3]=1.[NH:24]1[C:32]2[C:27](=[CH:28][C:29](B3OC(C)(C)C(C)(C)O3)=[CH:30][N:31]=2)[CH:26]=[CH:25]1>>[CH3:20][N:18]1[CH:19]=[C:15]([N:14]2[C:5]3[C:4]4[CH:3]=[C:2]([C:29]5[CH:28]=[C:27]6[CH:26]=[CH:25][NH:24][C:32]6=[N:31][CH:30]=5)[CH:11]=[CH:10][C:9]=4[N:8]=[CH:7][C:6]=3[N:12]([CH3:23])[C:13]2=[O:22])[C:16]([CH3:21])=[N:17]1. Procedure: The title compound was synthesized in a similar manner as described for Example 1.1 using 8-bromo-1-(1,3-dimethyl-1H-pyrazol-4-yl)-3-methyl-1,3-dihydro-imidazo[4,5-c]quinolin-2-one (Intermediate A, 39 mg, 0.105 mmol) and 7-azaindole-5-boronic acid pinacol ester (ABCR, Karlsruhe, Germany, 31 mg, 0.127 mmol) to give the title compound as a white solid. (HPLC: tR 2.35 min (Method A); M+H=410 MS-ES; 1H-NMR (d6-DMSO, 400 MHz) 11.75 (s, br, 1H), 8.95 (s, 1H), 8.38-8.28 (m, 1H), 8.22-8.15 (m, 1H), 8.13... The reactants are FC1=CC=C(C=C1)C1CCN(CC1)C[C@@H]1CNC[C@H]1C1CC1 (3-(S)-(4-(4-fluorophenyl)piperidinylmethyl)-4-(S)-(cyclopropyl)pyrrolidine), 1,3-(3-dimethylaminopropyl)-3-ethylcarbodiimide hydrochloride, N1C=CC2=CC=CC(=C12)C(=O)O (7-indolecarboxylic acid). The reagents and catalysts are CN(C)C=1C=CN=CC1 (DMAP). The solvent is C(Cl)Cl (CH2Cl2). Reaction conditions: time 1 hour. Yields the product N1C=CC2=CC=CC(=C12)C(=O)N1C[C@H]([C@@H](C1)C1CC1)CN1CCC(CC1)C1=CC=C(C=C1)F (1-(7-Indolecarbonyl)-3-(R)-(4-(4fluorophenyl)piperidinylmethyl)-4-(S)-(cyclopropyl)pyrrolidine). As a reaction SMILES: [F:1][C:2]1[CH:7]=[CH:6][C:5]([CH:8]2[CH2:13][CH2:12][N:11]([CH2:14][C@H:15]3[C@H:19]([CH:20]4[CH2:22][CH2:21]4)[CH2:18][NH:17][CH2:16]3)[CH2:10][CH2:9]2)=[CH:4][CH:3]=1.[NH:23]1[C:31]2[C:26](=[CH:27][CH:28]=[CH:29][C:30]=2[C:32](O)=[O:33])[CH:25]=[CH:24]1>CN(C1C=CN=CC=1)C.C(Cl)Cl>[NH:23]1[C:31]2[C:26](=[CH:27][CH:28]=[CH:29][C:30]=2[C:32]([N:17]2[CH2:18][C@@H:19]([CH:20]3[CH2:21][CH2:22]3)[C@H:15]([CH2:14][N:11]3[CH2:12][CH2:13][CH:8]([C:5]4[CH:6]=[CH:7][C:2]([F:1])=[CH:3][CH:4]=4)[CH2:9][CH2:10]3)[CH2:16]2)=[O:33])[CH:25]=[CH:24]1. Procedure details: To a solution of 0.02 g (0.067 mmol) of 3-(S)-(4-(4-fluorophenyl)piperidinylmethyl)-4-(S)-(cyclopropyl)pyrrolidine and 0.0012 g of (0.01 mmol) dimethylanrinopyridine (DMAP) in 2 mL of CH2Cl2 at rt was added 0.019 g (0.1 mmol) of 1,3-(3-dimethylaminopropyl)-3-ethylcarbodiimide hydrochloride (EDC) and 0.016 g (0.1 mmol) of 7-indolecarboxylic acid and the reaction mixture was stirred for 1 h. The reaction mixture was partitioned between ethyl acetate and sat'd NaHCO3 solution. The organic fraction ... The reactants are CC=1C=C(C=CC1C)CC(C(=O)OCC)NC(=O)N1CCC(CC1)N1C(NC2=CC=CC=C2C1)=O (ethyl 3-(3,4-dimethyl-phenyl)-2-{[4-(2-oxo-1,4-dihydro-2H-quinazolin-3-yl)-piperidine-1-carbonyl]-amino}-propionate), [OH-].[Na+] (NaOH). The solvent is CO (MeOH). Reaction conditions: time 8 hour. Product: CC=1C=C(C=CC1C)CC(C(=O)O)NC(=O)N1CCC(CC1)N1C(NC2=CC=CC=C2C1)=O (3-(3,4-dimethyl-phenyl)-2-{[4-(2-oxo-1,4-dihydro-2H-quinazolin-3-yl)-piperidine-1-carbonyl]-amino}-propionic acid). Reaction SMILES: [CH3:1][C:2]1[CH:3]=[C:4]([CH2:9][CH:10]([NH:16][C:17]([N:19]2[CH2:24][CH2:23][CH:22]([N:25]3[CH2:34][C:33]4[C:28](=[CH:29][CH:30]=[CH:31][CH:32]=4)[NH:27][C:26]3=[O:35])[CH2:21][CH2:20]2)=[O:18])[C:11]([O:13]CC)=[O:12])[CH:5]=[CH:6][C:7]=1[CH3:8].[OH-].[Na+]>CO>[CH3:1][C:2]1[CH:3]=[C:4]([CH2:9][CH:10]([NH:16][C:17]([N:19]2[CH2:24][CH2:23][CH:22]([N:25]3[CH2:34][C:33]4[C:28](=[CH:29][CH:30]=[CH:31][CH:32]=4)[NH:27][C:26]3=[O:35])[CH2:21][CH2:20]2)=[O:18])[C:11]([OH:13])=[O:12])[CH:5]=[CH:6][C:7]=1[CH3:8] |f:1.2|. Procedure details: 17.5 g (36.6 mmol) ethyl 3-(3,4-dimethyl-phenyl)-2-{[4-(2-oxo-1,4-dihydro-2H-quinazolin-3-yl)-piperidine-1-carbonyl]-amino}-propionate dissolved in 100 mL MeOH was combined with 200 mL 1 M NaOH and stirred overnight at RT. The reaction mixture was filtered, the filtrate washed three times with tert-butylmethylether and combined with 200 mL 1 M HCl. The aqueous phase was extracted three times with EtOAc, the combined organic phases were dried, filtered and evaporated down under reduced pressure. ... The reactants are Cl[Si](C)(C)Cl (Dichlorodimethylsilane), O=C1NCCC2=CC=C(C=C12)S(=O)(=O)Cl (1-Oxo-1,2,3,4-tetrahydro-isoquinoline-7-sulfonyl chloride), CN1C(N(CC1)C)=O (1,3-dimethylimidazolidin-2-one). The reagents and catalysts are [Zn] (zinc). The solvent is ClCCCl (DCE), ClCCCl (DCE). Conditions: time 2 hour. Yields the product SC1=CC=C2CCNC(C2=C1)=O (7-Mercapto-3,4-dihydro-2H-isoquinolin-1-one). As a reaction SMILES: Cl[Si](Cl)(C)C.[O:6]=[C:7]1[C:16]2[C:11](=[CH:12][CH:13]=[C:14]([S:17](Cl)(=O)=O)[CH:15]=2)[CH2:10][CH2:9][NH:8]1.CN1CCN(C)C1=O>ClCCCl.[Zn]>[SH:17][C:14]1[CH:15]=[C:16]2[C:11]([CH2:10][CH2:9][NH:8][C:7]2=[O:6])=[CH:12][CH:13]=1. Reported procedure: To a zinc powder (2.79 g, 42.7 mmol) and Dichlorodimethylsilane (5.15 mL, 42.7 mmol) in DCE (45 mL) is added a solution of 1-Oxo-1,2,3,4-tetrahydro-isoquinoline-7-sulfonyl chloride (3 g, 12.2 mmol) and 1,3-dimethylimidazolidin-2-one (3.96 mL, 36.6 mmol) in DCE (5 mL). After stirring at rt during 2 h, the mixture is concentrated.